Dataset: the Open Reaction Database (ORD), a public repository of structured organic reaction records. Task: describe an organic reaction: reactants, conditions, products, and yield The reactants are C(C)OC1=C(C(=C(C=C1)C=1C=C2COC(C2=CC1)=O)O)OC (5-(4-ethoxy-2-hydroxy-3-methoxyphenyl)isobenzofuran-1(3H)-one), C([O-])([O-])=O.[K+].[K+] (potassium carbonate), C(C(C)C)Br (isobutyl bromide). Run in C(C)#N (acetonitrile). Run at temperature 80 celsius. Product: C(C)OC1=C(C(=C(C=C1)C=1C=C2COC(C2=CC1)=O)OCC(C)C)OC (5-(4-Ethoxy-2-isobutoxy-3-methoxyphenyl)isobenzofuran-1(3H)-one). The yield is 21.1%. As a reaction SMILES: [CH2:1]([O:3][C:4]1[CH:9]=[CH:8][C:7]([C:10]2[CH:11]=[C:12]3[C:16](=[CH:17][CH:18]=2)[C:15](=[O:19])[O:14][CH2:13]3)=[C:6]([OH:20])[C:5]=1[O:21][CH3:22])[CH3:2].C(=O)([O-])[O-].[K+].[K+].[CH2:29](Br)[CH:30]([CH3:32])[CH3:31]>C(#N)C>[CH2:1]([O:3][C:4]1[CH:9]=[CH:8][C:7]([C:10]2[CH:11]=[C:12]3[C:16](=[CH:17][CH:18]=2)[C:15](=[O:19])[O:14][CH2:13]3)=[C:6]([O:20][CH2:29][CH:30]([CH3:32])[CH3:31])[C:5]=1[O:21][CH3:22])[CH3:2] |f:1.2.3|. Procedure details: To a stirring solution of 5-(4-ethoxy-2-hydroxy-3-methoxyphenyl)isobenzofuran-1(3H)-one (80 mg, 0.266 mmol) in acetonitrile was added potassium carbonate (110 mg, 0.798 mmol) and isobutyl bromide (146 mg, 1.064 mmol) and the resultant reaction mixture was heated to 80° C. for 2 h. The reaction mixture was cooled to RT, filtered through celite and the filtrate was concentrated under reduced pressure. Purification of the residue by flash column chromatography (silica gel, 0-20% ethyl acetate in pe...